Dataset: the Open Reaction Database (ORD), a public repository of structured organic reaction records. Task: describe an organic reaction: reactants, conditions, products, and yield RXN SMILES: [C:19]([Cl:20])(=[O:21])[C:23]([Cl:22])=[O:24].[CH3:1][N:2]([S:3](=[O:4])(=[O:5])[c:6]1[cH:7][cH:8][c:9]2[n:10]([cH:11]1)[n:12][cH:13][c:14]2[C:15](=[O:16])[OH:17])[CH3:18].[CH:25]([Cl:26])([Cl:27])[Cl:28]>>[CH3:1][N:2]([S:3](=[O:4])(=[O:5])[c:6]1[cH:7][cH:8][c:9]2[n:10]([cH:11]1)[n:12][cH:13][c:14]2[C:15](=[O:16])[Cl:22])[CH3:18]. Yields the product CN(C)S(=O)(=O)c1ccc2c(C(=O)Cl)cnn2c1. The reactants are O=C(Cl)C(=O)Cl, CN(C)S(=O)(=O)c1ccc2c(C(=O)O)cnn2c1, ClC(Cl)Cl.